This data is from the Open Reaction Database (ORD), a public repository of structured organic reaction records. The task is: describe an organic reaction: reactants, conditions, products, and yield The reactants are CCO, CC(C)ON=O, [Na], CC(=O)c1c(C)nn(-c2ccccc2)c1C. The product is Cc1nn(-c2ccccc2)c(C)c1C(=O)C=NO. RXN SMILES: [CH3:24][CH2:25][OH:26].[N:17](=[O:18])[O:19][CH:20]([CH3:21])[CH3:22].[Na:23].[c:1]1(-[n:7]2[n:8][c:9]([CH3:16])[c:10]([C:13]([CH3:14])=[O:15])[c:11]2[CH3:12])[cH:2][cH:3][cH:4][cH:5][cH:6]1>>[c:1]1(-[n:7]2[n:8][c:9]([CH3:16])[c:10]([C:13]([CH:14]=[N:17][OH:18])=[O:15])[c:11]2[CH3:12])[cH:2][cH:3][cH:4][cH:5][cH:6]1. Reactants: Cl (hydrochloric acid), C(C1=CC=CC=C1)NC1=C(C=NC(=C1)NC1=CC=C(C=C1)N(S(=O)(=O)C)S(=O)(=O)C)CC(=O)N (4-(benzylamino)-6-({4-[bis(methylsulfonyl)amino]phenyl}amino)pyridine-3-carboxyamide), C(C1=CC=CC=C1)NC1=C(C=NC(=C1)NC1=CC=C(C=C1)N(S(=O)(=O)C)S(=O)(=O)C)CC(=O)N (4-(benzylamino)-6-({4-[bis(methylsulfonyl)amino]phenyl}amino)pyridine-3-carboxyamide). Run in O (water), CO (methanol), [OH-].[Na+] (sodium hydroxide), O (water). Conditions: temperature 50 celsius, time 10 minute. The product is C(C1=CC=CC=C1)NC1=C(C=NC(=C1)NC1=CC=C(C=C1)NS(=O)(=O)C)CC(=O)N (4-(benzylamino)-6-({4-[(methylsulfonyl)amino]phenyl}amino)pyridine-3-carboxyamide). Isolated yield 98.6%. RXN SMILES: [CH2:1]([NH:8][C:9]1[CH:14]=[C:13]([NH:15][C:16]2[CH:21]=[CH:20][C:19]([N:22](S(C)(=O)=O)[S:23]([CH3:26])(=[O:25])=[O:24])=[CH:18][CH:17]=2)[N:12]=[CH:11][C:10]=1[CH2:31][C:32]([NH2:34])=[O:33])[C:2]1[CH:7]=[CH:6][CH:5]=[CH:4][CH:3]=1.Cl>CO.[OH-].[Na+].O>[CH2:1]([NH:8][C:9]1[CH:14]=[C:13]([NH:15][C:16]2[CH:17]=[CH:18][C:19]([NH:22][S:23]([CH3:26])(=[O:25])=[O:24])=[CH:20][CH:21]=2)[N:12]=[CH:11][C:10]=1[CH2:31][C:32]([NH2:34])=[O:33])[C:2]1[CH:3]=[CH:4][CH:5]=[CH:6][CH:7]=1 |f:3.4|. Procedure details: 30 mg of 4-(benzylamino)-6-({4-[bis(methylsulfonyl)amino]phenyl}amino)pyridine-3-carboxyamide (the compound of Example 300) was dissolved in 3 mL of methanol, to which 1 mL of 4 mol/L sodium hydroxide in water was added at room temperature, and stirred at 50° C. for 10 minutes. Under ice cooling, 2 mol/L hydrochloric acid in water was added to acidify the solution, extracted with chloroform, the extract was washed with water, and dried on anhydrous sodium sulfate. The solvent was evaporated to o... The reactants are FC1(CCC(CC1)CC=C(O[Si](CC)(CC)CC)C1(CC1)C(F)(F)F)F ({3-(4,4-difluorocyclohexyl)-1-(1-trifluoromethylcyclopropyl)prop-1-enyloxy}triethylsilane), BrBr (bromine). The solvent is ClCCl (dichloromethane), ClCCl (dichloromethane). Conditions: time 1 hour. Product: BrC(C(=O)C1(CC1)C(F)(F)F)CC1CCC(CC1)(F)F (2-bromo-3-(4,4-difluorocyclohexyl)-1-(1-trifluoromethylcyclopropyl)propan-1-one). The yield is 98.4%. Reaction SMILES: [F:1][C:2]1([F:26])[CH2:7][CH2:6][CH:5]([CH2:8][CH:9]=[C:10]([C:19]2([C:22]([F:25])([F:24])[F:23])[CH2:21][CH2:20]2)[O:11][Si](CC)(CC)CC)[CH2:4][CH2:3]1.[Br:27]Br>ClCCl>[Br:27][CH:9]([CH2:8][CH:5]1[CH2:6][CH2:7][C:2]([F:26])([F:1])[CH2:3][CH2:4]1)[C:10]([C:19]1([C:22]([F:25])([F:24])[F:23])[CH2:21][CH2:20]1)=[O:11]. Procedure: {3-(4,4-Difluorocyclohexyl)-1-(1-trifluoromethylcyclopropyl)prop-1-enyloxy}triethylsilane (3.00 g, 7.53 mmol) obtained in step 4 was dissolved in dichloromethane (30 mL). Under ice-cooled condition, a dichloromethane solution (10 mL) of bromine (1.32 g, 8.28 mmol) was added, and the mixture was stirred at room temperature for 1 hour. The reaction mixture was extracted with hexane after adding a saturated sodium hydrogen carbonate aqueous solution, and a sodium thiosulfate aqueous solution. The o... Reactants: COCC1=C(C=CC(=C1)C(=O)O)C1=C(C=CC=C1)C (2-(methoxymethyl)-2′-methyl biphenyl-4-carboxylic acid), N/C(/C=1C=C(C(=O)OC)C=CC1)=N/O (methyl 3-[(E)-amino(hydroxyimino)methyl]benzoate). Product: COCC1=C(C=CC(=C1)C1=NC(=NO1)C=1C=C(C(=O)OC)C=CC1)C1=C(C=CC=C1)C (methyl 3-{5-[2-(methoxymethyl)-2′-methylbiphenyl-4-yl]-1,2,4-oxadiazol-3-yl}benzoate). As a reaction SMILES: [CH3:1][O:2][CH2:3][C:4]1[CH:9]=[C:8]([C:10]([OH:12])=O)[CH:7]=[CH:6][C:5]=1[C:13]1[CH:18]=[CH:17][CH:16]=[CH:15][C:14]=1[CH3:19].[NH2:20]/[C:21](=[N:32]/O)/[C:22]1[CH:23]=[C:24]([CH:29]=[CH:30][CH:31]=1)[C:25]([O:27][CH3:28])=[O:26]>>[CH3:1][O:2][CH2:3][C:4]1[CH:9]=[C:8]([C:10]2[O:12][N:32]=[C:21]([C:22]3[CH:23]=[C:24]([CH:29]=[CH:30][CH:31]=3)[C:25]([O:27][CH3:28])=[O:26])[N:20]=2)[CH:7]=[CH:6][C:5]=1[C:13]1[CH:18]=[CH:17][CH:16]=[CH:15][C:14]=1[CH3:19]. Procedure: The title compound was prepared following procedure described for example 4, step 1, but starting from Intermediate 28 (128.15 mg; 0.5 mmol) and methyl 3-[(E)-amino(hydroxyimino)methyl]benzoate, prepared as described in US2004/204461 from methyl 3-cynaobenzoate (Maybridge; RJC00610EA), (97 mg; 0.5 mmol). The reaction mixture was filtered through a SPE NH2 column (2 g) and rinsed with ACN. The filtrate was passed through a SPE SCX column (2 g) and rinsed with ACN. After evaporation of the solvent...